Dataset: the Open Reaction Database (ORD), a public repository of structured organic reaction records. Task: describe an organic reaction: reactants, conditions, products, and yield Reactants: CO[Si](OC)(OC)CCCN(C)C (trimethoxysilylpropyldimethylamine), C(C)(=O)OCC (ethyl acetate), CS(=O)(=O)OC (methyl methanesulfonate). Solvent: C(C)O (ethanol). The product is CS(=O)(=O)[O-].CO[Si](OC)(OC)CCC[N+](C)(C)C (trimethoxysilylpropyltrimethylammonium methanesulfonate). RXN SMILES: [CH3:1][O:2][Si:3]([CH2:8][CH2:9][CH2:10][N:11]([CH3:13])[CH3:12])([O:6][CH3:7])[O:4][CH3:5].[C:14](OCC)(=O)C.[CH3:20][S:21]([O:24]C)(=[O:23])=[O:22]>C(O)C>[CH3:20][S:21]([O-:24])(=[O:23])=[O:22].[CH3:1][O:2][Si:3]([CH2:8][CH2:9][CH2:10][N+:11]([CH3:14])([CH3:13])[CH3:12])([O:4][CH3:5])[O:6][CH3:7] |f:4.5|. Procedure details: 5.0 g of trimethoxysilylpropyldimethylamine and 24 g of ethyl acetate were charged into a 100 mL flask to be dissolved. While stirring the resultant mixed solution with a magnetic stirrer, to the mixed solution, a solution in which 3.0 g of methyl methanesulfonate was dissolved in 26 g of ethanol was gradually added at room temperature in a nitrogen atmosphere. The reaction mixture was stirred for half a day and therefrom, ethanol was distilled off under reduced pressure. The resultant concentra...